This data is from the Open Reaction Database (ORD), a public repository of structured organic reaction records. The task is: describe an organic reaction: reactants, conditions, products, and yield Starting materials: aqueous solution, C([O-])([O-])=O.[Na+].[Na+] (sodium carbonate), C(C)OC1=NCC(C1)SCC1=CC=C(C=C1)OC (2-ethoxy-4-p-methoxybenzylthio-1-pyrroline), C(=O)NN (formylhydrazine), C(C)(=O)O (acetic acid), C(=O)NN (formylhydrazine). Run in C(C)(=O)OCC (ethyl acetate), C(C)O (ethanol). Run at temperature 80 celsius, time 1.5 hour. The product is COC1=CC=C(CSC2CC3=NN=CN3C2)C=C1 (6,7-Dihydro-6-p-methoxybenzylthio-5H-pyrrolo[2,1-c]-1,2,4-triazole). As a reaction SMILES: C(O[C:4]1[CH2:8][CH:7]([S:9][CH2:10][C:11]2[CH:16]=[CH:15][C:14]([O:17][CH3:18])=[CH:13][CH:12]=2)[CH2:6][N:5]=1)C.[CH:19]([NH:21][NH2:22])=O.C(O)(=O)C.C(=O)([O-])[O-].[Na+].[Na+]>C(O)C.C(OCC)(=O)C>[CH3:18][O:17][C:14]1[CH:13]=[CH:12][C:11]([CH2:10][S:9][CH:7]2[CH2:6][N:5]3[C:4](=[N:22][N:21]=[CH:19]3)[CH2:8]2)=[CH:16][CH:15]=1 |f:3.4.5|. Reported procedure: To a solution of 2-ethoxy-4-p-methoxybenzylthio-1-pyrroline (1.06 g) in ethanol (50 ml) there was added 0.36 g of formylhydrazine and heated to 80° C. under argon atmosphere while stirring. After 1.5 hours, 0.24 g of formylhydrazine was further added and stirred under heating for 30 minutes at the same temperature. Then, 0.6 g of acetic acid was added, stirred for 30 minutes at that temperature and then cooled to room temperature. To the cooled product were added ethyl acetate and 5% aqueous sol... Reactants: FC(C(=O)O)(F)F (trifluoroacetic acid), C(N)(=N)[C@@H]1CC[C@H](CC1)C(=O)N(C)CC(=O)C1=CC(=C(C=C1)OCC(=O)OC(C)(C)C)OCC(=O)OC(C)(C)C (Di-t-butyl [[4-[[[trans-4-amidinocyclohexyl]carbonyl-N-methylamino]acetyl]-o-phenylene]dioxy]diacetate), C(C)(C)OC(C)C (isopropyl ether). The solvent is C1(=CC=CC=C1)OC (anisole). Run at time 5 hour. Yields the product FC(C(=O)O)(F)F.C(N)(=N)[C@@H]1CC[C@H](CC1)C(=O)N(C)CC(=O)C1=CC(=C(C=C1)OCC(=O)O)OCC(=O)O ([[4-[[[trans-4-amidinocyclohexyl]carbonyl-N-methylamino]acetyl]-o-phenylene]dioxy]diacetic acid trifluoroacetate). Reaction SMILES: [C:1]([C@H:4]1[CH2:9][CH2:8][C@H:7]([C:10]([N:12]([CH2:14][C:15]([C:17]2[CH:22]=[CH:21][C:20]([O:23][CH2:24][C:25]([O:27]C(C)(C)C)=[O:26])=[C:19]([O:32][CH2:33][C:34]([O:36]C(C)(C)C)=[O:35])[CH:18]=2)=[O:16])[CH3:13])=[O:11])[CH2:6][CH2:5]1)(=[NH:3])[NH2:2].[F:41][C:42]([F:47])([F:46])[C:43]([OH:45])=[O:44].C(OC(C)C)(C)C>C1(OC)C=CC=CC=1>[F:41][C:42]([F:47])([F:46])[C:43]([OH:45])=[O:44].[C:1]([C@H:4]1[CH2:9][CH2:8][C@H:7]([C:10]([N:12]([CH2:14][C:15]([C:17]2[CH:22]=[CH:21][C:20]([O:23][CH2:24][C:25]([OH:27])=[O:26])=[C:19]([O:32][CH2:33][C:34]([OH:36])=[O:35])[CH:18]=2)=[O:16])[CH3:13])=[O:11])[CH2:6][CH2:5]1)(=[NH:2])[NH2:3] |f:4.5|. Reported procedure: To the solution of the compound prepared in (d) (50 mg, 0.089 mmole) in anisole was added trifluoroacetic acid under ice-cooling. The mixture was stirred for 5 hours, during which the temperature of the mixture was left rising up to room temperature. After isopropyl ether was added to the reaction mixture, solids deposited were collected to give 31 mg of the title compound as the colorless solid (yield, 62%). The reactants are ClC=1C=C(C(=O)N2C(CCCCC2)=O)C=C(C1)Cl (N-(3,5-dichlorobenzoyl)caprolactam), C1(CCCCN1)=O (valerolactam). The product is ClC=1C=C(C(=O)N2C(CCCC2)=O)C=C(C1)Cl (N-(3,5-dichlorobenzoyl)valerolactam). As a reaction SMILES: [Cl:1][C:2]1[CH:3]=[C:4]([CH:15]=[C:16]([Cl:18])[CH:17]=1)[C:5]([N:7]1[CH2:13][CH2:12][CH2:11][CH2:10]C[C:8]1=[O:14])=[O:6].C1(=O)NCCCC1>>[Cl:18][C:16]1[CH:15]=[C:4]([CH:3]=[C:2]([Cl:1])[CH:17]=1)[C:5]([N:7]1[CH2:13][CH2:12][CH2:11][CH2:10][C:8]1=[O:14])=[O:6]. Reported procedure: Synthesized as for N-(3,5-dichlorobenzoyl)caprolactam (Example XXI) using valerolactam (Aldrich) in place of caprolactam. The reactants are OB(O)O, Cc1ccccc1, O, O=C(O)c1ccc(O)cc1, Oc1ccc(O)cc1, O=S(=O)(O)O, Cc1ccccc1C. Product: O=C(Oc1ccc(O)cc1)c1ccc(O)cc1. As a reaction SMILES: [B:1]([OH:2])([OH:3])[OH:4].[CH3:29][c:30]1[cH:31][cH:32][cH:33][cH:34][cH:35]1.[OH2:28].[OH:10][C:11](=[O:12])[c:13]1[cH:14][cH:15][c:16]([OH:17])[cH:18][cH:19]1.[OH:20][c:21]1[cH:22][cH:23][c:24]([OH:25])[cH:26][cH:27]1.[S:5](=[O:6])(=[O:7])([OH:8])[OH:9].[c:36]1([CH3:37])[c:38]([CH3:39])[cH:40][cH:41][cH:42][cH:43]1>>[O:10]([C:11](=[O:12])[c:13]1[cH:14][cH:15][c:16]([OH:17])[cH:18][cH:19]1)[c:24]1[cH:23][cH:22][c:21]([OH:20])[cH:27][cH:26]1. As a reaction SMILES: [CH3:1]C(C)([O-])C.[K+].[C:7]1(=[N:14][OH:15])[CH2:13][CH2:12][CH2:11][CH2:10][CH2:9][CH2:8]1.Cl[C:17]1[CH:22]=[CH:21][C:20]([N+:23]([O-:25])=[O:24])=[CH:19][CH:18]=1>CN(C=O)C>[N+:23]([C:20]1[CH:21]=[CH:22][C:17]([O:15][N:14]=[C:7]2[CH2:1][CH2:8][CH2:9][CH2:10][CH2:11][CH2:12][CH2:13]2)=[CH:18][CH:19]=1)([O-:25])=[O:24] |f:0.1|. Reaction conditions: time 50 minute. Reactants: CC(C)([O-])C.[K+] (Potassium t-butoxide), ClC1=CC=C(C=C1)[N+](=O)[O-] (1-chloro-4-nitrobenzene), C1(CCCCCC1)=NO (cycloheptanone oxime). Product: [N+](=O)([O-])C1=CC=C(C=C1)ON=C1CCCCCCC1 (cyclooctanone O-(4-nitro-phenyl)-oxime). Yield: 43.5%. Solvent: CN(C)C=O (DMF), CN(C)C=O (DMF). Reported procedure: The core molecule was synthesized by the following procedure. Potassium t-butoxide (5.9 g, 53 mmol) was added in portions to a cooled (5° C.) solution of cycloheptanone oxime (7.5 g, 53 mmol) in DMF (100 mL). The cooled reaction mixture was stirred for 50 minutes and then 1-chloro-4-nitrobenzene (7.9 g, 50 mmol) in DMF (25 mL) was added over 5 minutes. The reaction mixture was stirred at ˜10° C. for 30 minutes and then allowed to warm to room temperature and stirred for an additional 4 hours. Th... Reactants: S1C(NC(C1)=O)=O (2,4-thiazolidinedione), P(=O)(Cl)(Cl)Cl (phosphorus oxychloride), CN(C=O)C (dimethylformamide). Run at temperature 80 celsius. Yields the product ClC=1NC(SC1C=O)=O (4-chloro-2,3-dihydro-2-oxo-5-thiazolecarboxaldehyde), ( I ). Yield: 40.0%. RXN SMILES: [S:1]1[CH2:5][C:4](=O)[NH:3][C:2]1=[O:7].P(Cl)(Cl)([Cl:10])=O.CN(C)[CH:15]=[O:16]>>[Cl:10][C:4]1[NH:3][C:2](=[O:7])[S:1][C:5]=1[CH:15]=[O:16]. Reported procedure: The reaction between 2,4-thiazolidinedione (III), dimethylformamide and phosphorus oxychloride is described in Khim. Geterotsikl. Soedin 1975, page 85 (English translation: Chem. Het. Comp. 1975, page 73). In this reaction, the three substances mentioned are, in an optimum molar ratio of 1:1.5:3, heated at 80° C. for 16 hours and at 115° to 130° C. for a short time and then hydrolyzed, whereupon 4-chloro-2,3-dihydro-2-oxo-5-thiazolecarboxaldehyde of the formula (I) ##STR2## is obtained in 40 to ... Starting materials: C(C)(=O)O (acetic acid), Cl[Si](C)(C)C (chlorotrimethylsilane), OC1(CC(CC(C1)(C)C)(C)C)C1=CC=C(C=C1)C(C)=O (1-[4-(hydroxy-3,3,5,5-tetramethylcyclohexyl)phenyl]ethanone), [I-].[Na+] (sodium iodide). The reagents and catalysts are [Zn] (zinc). The solvent is C(C)#N (acetonitrile), C(C)#N (acetonitrile). Conditions: time 2 hour. Product: CC1(CC(CC(C1)(C)C)C1=CC=C(C=C1)C(C)=O)C (1-[4-(3,3,5,5-Tetramethylcyclohexyl)phenyl]ethanone). The yield is 68.0%. Reaction SMILES: Cl[Si](C)(C)C.O[C:7]1([C:17]2[CH:22]=[CH:21][C:20]([C:23](=[O:25])[CH3:24])=[CH:19][CH:18]=2)[CH2:12][C:11]([CH3:14])([CH3:13])[CH2:10][C:9]([CH3:16])([CH3:15])[CH2:8]1.[I-].[Na+].C(O)(=O)C>C(#N)C.[Zn]>[CH3:13][C:11]1([CH3:14])[CH2:10][C:9]([CH3:15])([CH3:16])[CH2:8][CH:7]([C:17]2[CH:22]=[CH:21][C:20]([C:23](=[O:25])[CH3:24])=[CH:19][CH:18]=2)[CH2:12]1 |f:2.3|. Reported procedure: 38.1 ml of chlorotrimethylsilane are added over 45 minutes to a solution of 40.45 g of 1-[4-(hydroxy-3,3,5,5-tetramethylcyclohexyl)phenyl]ethanone (compound V′.1) and 56.21 g of sodium iodide in 230 ml of anhydrous acetonitrile. During the addition, the temperature is maintained between 35° C. and 40° C. After stirring for 2 hours, 40 ml of acetonitrile and 39.4 ml of acetic acid are added. Next, 29.4 g of finely powdered zinc are added portionwise with stirring and at room temperature. The mixt...